Dataset: the Open Reaction Database (ORD), a public repository of structured organic reaction records. Task: describe an organic reaction: reactants, conditions, products, and yield The reactants are ClC1=C(C=C2C(C(=C3N(C2=C1)CCS3)C(=O)O)=O)F (8-chloro-7-fluoro-5-oxo-1,2-dihydro-5H-thiazolo[3,2-a]quinoline-4-carboxylic acid), C(C)NCC1CNCC1 (N-ethyl-3-pyrrolidinemethanamine). Solvent: N1=CC=CC=C1 (pyridine). The product is FC=1C=C2C(C(=C3N(C2=CC1N1CC(CC1)CNCC)CCS3)C(=O)O)=O (7-fluoro-8-[3-[(ethylamino)methyl]-1-pyrrolidinyl]-5-oxo-1,2-dihydro-5H-thiazolo[3,2-a]quinoline-4-carboxylic acid). Reaction SMILES: Cl[C:2]1[CH:11]=[C:10]2[C:5]([C:6](=[O:18])[C:7]([C:15]([OH:17])=[O:16])=[C:8]3[S:14][CH2:13][CH2:12][N:9]32)=[CH:4][C:3]=1[F:19].[CH2:20]([NH:22][CH2:23][CH:24]1[CH2:28][CH2:27][NH:26][CH2:25]1)[CH3:21]>N1C=CC=CC=1>[F:19][C:3]1[CH:4]=[C:5]2[C:10](=[CH:11][C:2]=1[N:26]1[CH2:27][CH2:28][CH:24]([CH2:23][NH:22][CH2:20][CH3:21])[CH2:25]1)[N:9]1[CH2:12][CH2:13][S:14][C:8]1=[C:7]([C:15]([OH:17])=[O:16])[C:6]2=[O:18]. Procedure: A mixture of 3.0 g (10 mmol) of 8-chloro-7-fluoro-5-oxo-1,2-dihydro-5H-thiazolo[3,2-a]quinoline-4-carboxylic acid, 1.93 g (15 mmol) of N-ethyl-3-pyrrolidinemethanamine and 50 ml of pyridine is heated at reflux for 18 hours. The solvent is removed in vacuo and the residue triturated with water. The solid which separates is removed by filtration, washed with water and dried in vacuo to give 7-fluoro-8-[3-[(ethylamino)methyl]-1-pyrrolidinyl]-5-oxo-1,2-dihydro-5H-thiazolo[3,2-a]quinoline-4-carboxyli... Reactants: CCOC(C)=O, CC(C)(C)OC(=O)N1CCN(CCC2CSC(c3cc4cc(Cl)cc(NC5CCCC5)c4[nH]3)=N2)CC1, ClCCl, Cl. The product is Clc1cc(NC2CCCC2)c2[nH]c(C3=NC(CCN4CCNCC4)CS3)cc2c1. RXN SMILES: [C:37]([O:38][CH2:39][CH3:40])(=[O:41])[CH3:42].[Cl:1][c:2]1[cH:3][c:4]2[cH:5][c:6]([C:17]3=[N:21][CH:20]([CH2:22][CH2:23][N:24]4[CH2:25][CH2:26][N:27]([C:30]([O:31][C:32]([CH3:33])([CH3:34])[CH3:35])=[O:36])[CH2:28][CH2:29]4)[CH2:19][S:18]3)[nH:7][c:8]2[c:9]([NH:11][CH:12]2[CH2:13][CH2:14][CH2:15][CH2:16]2)[cH:10]1.[Cl:44][CH2:45][Cl:46].[ClH:43]>>[Cl:1][c:2]1[cH:3][c:4]2[cH:5][c:6]([C:17]3=[N:21][CH:20]([CH2:22][CH2:23][N:24]4[CH2:25][CH2:26][NH:27][CH2:28][CH2:29]4)[CH2:19][S:18]3)[nH:7][c:8]2[c:9]([NH:11][CH:12]2[CH2:13][CH2:14][CH2:15][CH2:16]2)[cH:10]1.